From a dataset of the Open Reaction Database (ORD), a public repository of structured organic reaction records. describe an organic reaction: reactants, conditions, products, and yield Starting materials: ClCCl, CCO, Cl[Hg]Cl, O=S(=O)(c1cc2cc(Cl)ccc2[nH]1)N1CCN(C(=S)c2ncc(-c3ccncc3)cn2)CC1, NN, O. Product: NN=C(c1ncc(-c2ccncc2)cn1)N1CCN(S(=O)(=O)c2cc3cc(Cl)ccc3[nH]2)CC1. Reaction SMILES: [CH2:43]([Cl:44])[Cl:45].[CH3:1][CH2:2][OH:3].[Cl:40][Hg:41][Cl:42].[Cl:4][c:5]1[cH:6][c:7]2[cH:8][c:9]([S:14](=[O:15])(=[O:16])[N:17]3[CH2:18][CH2:19][N:20]([C:23](=[S:24])[c:25]4[n:26][cH:27][c:28](-[c:31]5[cH:32][cH:33][n:34][cH:35][cH:36]5)[cH:29][n:30]4)[CH2:21][CH2:22]3)[nH:10][c:11]2[cH:12][cH:13]1.[NH2:38][NH2:39].[OH2:37]>>[Cl:4][c:5]1[cH:6][c:7]2[cH:8][c:9]([S:14](=[O:15])(=[O:16])[N:17]3[CH2:18][CH2:19][N:20]([C:23]([c:25]4[n:26][cH:27][c:28](-[c:31]5[cH:32][cH:33][n:34][cH:35][cH:36]5)[cH:29][n:30]4)=[N:38][NH2:39])[CH2:21][CH2:22]3)[nH:10][c:11]2[cH:12][cH:13]1.